From a dataset of the Open Reaction Database (ORD), a public repository of structured organic reaction records. describe an organic reaction: reactants, conditions, products, and yield Starting materials: CC=1C=C2C(C(NC2=CC1)=O)=O (5-methyl-2,3-indolinedione), [OH-].[Na+] (sodium hydroxide), C(C)(=O)OCC(=O)C1=C(C=CC=C1)C1=CC=CC=C1 (acetoxyacetylbiphenyl), C(C)O (ethanol). Run in O (water), O (water). Yields the product OC=1C(=NC2=CC=C(C=C2C1C(=O)O)C)C1=CC=C(C=C1)C1=CC=CC=C1 (3-Hydroxy-6-methyl-2-[1,1'-biphenyl]-4-yl-4-quinolinecarboxylic acid). RXN SMILES: [CH3:1][C:2]1[CH:3]=[C:4]2[C:8](=[CH:9][CH:10]=1)[NH:7][C:6](=O)[C:5]2=[O:12].[OH-:13].[Na+].C(OCC([C:22]1[CH:27]=[CH:26][CH:25]=[CH:24][C:23]=1[C:28]1[CH:33]=[CH:32][CH:31]=[CH:30][CH:29]=1)=O)(=O)C.[CH2:34]([OH:36])[CH3:35]>O>[OH:12][C:5]1[C:6]([C:26]2[CH:25]=[CH:24][C:23]([C:28]3[CH:33]=[CH:32][CH:31]=[CH:30][CH:29]=3)=[CH:22][CH:27]=2)=[N:7][C:8]2[C:4]([C:35]=1[C:34]([OH:13])=[O:36])=[CH:3][C:2]([CH3:1])=[CH:10][CH:9]=2 |f:1.2|. Procedure details: A mixture of 30 g of 5-methyl-2,3-indolinedione in 200 ml of water and 30.6 g of sodium hydroxide in 100 ml of water was reacted with a solution of 47.4 g of acetoxyacetylbiphenyl in 500 ml of ethanol. The mixture was refluxed for 3 hours, then 250 ml of ethanol was removed by distillation. A 500 ml portion of water was added, The mixture was stirred, cooled to room temperature and filtered through diatomaceous earth. The filtrate was acidified with 60 ml of concentrated hydrochloric acid and 20... Starting materials: Cl (hydrochloric acid), C(C)OC(=O)C1NCCSC1 (thiomorpholin-3-ylcarboxylic acid ethyl ester), CN(C)C1=NC=CC=C1 (dimethylaminopyridine), [N+](=O)([O-])C=1C=C(C(=O)Cl)C=CC1 (3-nitrobenzoyl chloride). The solvent is C(Cl)Cl (methylene chloride), C(C)N(CC)CC (triethylamine). Run at time 8 hour. Product: C(C)OC(=O)C1N(CCSC1)C(C1=CC(=CC=C1)[N+](=O)[O-])=O (4-(3-nitrobenzoyl)thiomorpholine-3-carboxylic acid ethyl ester). The yield is 63.2%. As a reaction SMILES: [CH2:1]([O:3][C:4]([CH:6]1[CH2:11][S:10][CH2:9][CH2:8][NH:7]1)=[O:5])[CH3:2].CN(C1C=CC=CN=1)C.[N+:21]([C:24]1[CH:25]=[C:26]([CH:30]=[CH:31][CH:32]=1)[C:27](Cl)=[O:28])([O-:23])=[O:22].Cl>C(Cl)Cl.C(N(CC)CC)C>[CH2:1]([O:3][C:4]([CH:6]1[CH2:11][S:10][CH2:9][CH2:8][N:7]1[C:27](=[O:28])[C:26]1[CH:30]=[CH:31][CH:32]=[C:24]([N+:21]([O-:23])=[O:22])[CH:25]=1)=[O:5])[CH3:2]. Procedure: To a solution of thiomorpholin-3-ylcarboxylic acid ethyl ester (5.05 g) in methylene chloride (120 mL) were added dimethylaminopyridine (352 mg), triethylamine (4.9 mL) and 3-nitrobenzoyl chloride (5.62 g) in ice bath and then the mixture was stirred at room temperature overnight. 2N hydrochloric acid was added to the reaction mixture, which was extracted with methylene chloride. The extract was wash with a saturated aqueous sodium hydrogen carbonate solution and brine sequentially, dried over a... Starting materials: O (water), C(C)(C)(C)OC(=O)N[C@@]1([C@@H]2[C@H]([C@@H]2[C@H]([C@H]1O)O)C(=O)OC(C)(C)C)C(=O)OC(C)(C)C (di-tert-butyl (1S,2R,3S,4R,5R,6R)-2-[(tert-butoxycarbonyl)amino]-3,4-dihydroxybicyclo[3.1.0]hexane-2,6-dicarboxylate), [OH-].[Na+] (sodium hydroxide), ClC=1C=C(CBr)C=CC1Cl (3,4-dichlorobenzyl bromide), wt/wt aqueous solution. Reagents/catalysts: CCCC[N+](CCCC)(CCCC)CCCC.[Cl-] (tetra-N-butylammonium chloride). The solvent is ClCCl (dichloromethane). Reaction conditions: time 7 hour. The product is C(C)(C)(C)OC(=O)N[C@@]1([C@@H]2[C@H]([C@@H]2[C@H]([C@H]1OCC1=CC(=C(C=C1)Cl)Cl)O)C(=O)OC(C)(C)C)C(=O)OC(C)(C)C (Di-tert-butyl (1S,2R,3S,4R,5R,6R)-2-[(tert-butoxycarbonyl)amino]-3-[(3,4-dichlorobenzyl)oxy]-4-hydroxybicyclo[3.1.0]hexane-2,6-dicarboxylate). Yield: 92.0%. RXN SMILES: [C:1]([O:5][C:6]([NH:8][C@@:9]1([C:24]([O:26][C:27]([CH3:30])([CH3:29])[CH3:28])=[O:25])[C@H:14]([OH:15])[C@H:13]([OH:16])[C@@H:12]2[C@H:10]1[C@H:11]2[C:17]([O:19][C:20]([CH3:23])([CH3:22])[CH3:21])=[O:18])=[O:7])([CH3:4])([CH3:3])[CH3:2].[Cl:31][C:32]1[CH:33]=[C:34]([CH:37]=[CH:38][C:39]=1[Cl:40])[CH2:35]Br.[OH-].[Na+].O>ClCCl.CCCC[N+](CCCC)(CCCC)CCCC.[Cl-]>[C:1]([O:5][C:6]([NH:8][C@@:9]1([C:24]([O:26][C:27]([CH3:30])([CH3:29])[CH3:28])=[O:25])[C@H:14]([O:15][CH2:35][C:34]2[CH:37]=[CH:38][C:39]([Cl:40])=[C:32]([Cl:31])[CH:33]=2)[C@H:13]([OH:16])[C@@H:12]2[C@H:10]1[C@H:11]2[C:17]([O:19][C:20]([CH3:21])([CH3:23])[CH3:22])=[O:18])=[O:7])([CH3:4])([CH3:2])[CH3:3] |f:2.3,6.7|. Procedure details: To a solution of di-tert-butyl (1S,2R,3S,4R,5R,6R)-2-[(tert-butoxycarbonyl)amino]-3,4-dihydroxybicyclo[3.1.0]hexane-2,6-dicarboxylate (450 g, 1.05 mol) in dichloromethane (4.50 L) at room temperature is sequentially added 3,4-dichlorobenzyl bromide (144.73 mL, 238.80 g, 995.32 mmol), tetra-N-butylammonium chloride (58.24 g, 209.54 mmol), and a 50% wt/wt aqueous solution of sodium hydroxide (829.80 mL, 15.72 mol). After 7 hours, dilute the reaction with water (1 L) and separate the phases. Extrac... Reactants: N1(CCOCC1)CCNS(=O)(=O)C1=C(C(=CC=C1Cl)[N+](=O)[O-])O (N-[2-(morpholinyl)ethyl]-6-chloro-2-hydroxy-3-nitrobenzenesulfonamide), [H][H] (hydrogen). Reagents/catalysts: [Pd] (Pd/C). Yields the product N1(CCOCC1)CCNS(=O)(=O)C1=C(C(=CC=C1Cl)N)O (N-[2-(morpholinyl)ethyl]-3-amino-6-chloro-2-hydroxybenzenesulfonamide). Isolated yield 108.9%. As a reaction SMILES: [N:1]1([CH2:7][CH2:8][NH:9][S:10]([C:13]2[C:18]([Cl:19])=[CH:17][CH:16]=[C:15]([N+:20]([O-])=O)[C:14]=2[OH:23])(=[O:12])=[O:11])[CH2:6][CH2:5][O:4][CH2:3][CH2:2]1.[H][H]>[Pd]>[N:1]1([CH2:7][CH2:8][NH:9][S:10]([C:13]2[C:18]([Cl:19])=[CH:17][CH:16]=[C:15]([NH2:20])[C:14]=2[OH:23])(=[O:12])=[O:11])[CH2:6][CH2:5][O:4][CH2:3][CH2:2]1. Procedure: Following the general hydrogenation procedure outlined in example 15, crude N-[2-(morpholinyl)ethyl]-6-chloro-2-hydroxy-3-nitrobenzenesulfonamide (300 mg) was reduced with hydrogen and 10% Pd/C (80 mg) to form the crude product (300 mg) which was carried onto the urea step without purification. EI-MS (m/z) 338.93, 340.98 (M+).